Dataset: the Open Reaction Database (ORD), a public repository of structured organic reaction records. Task: describe an organic reaction: reactants, conditions, products, and yield The reactants are C1CCOC1, CCO, COC(=O)c1cc2c(cc1F)NC(=O)C2. The product is O=C1Cc2cc(CO)c(F)cc2N1. RXN SMILES: [CH2:19]1[O:20][CH2:21][CH2:22][CH2:23]1.[CH3:16][CH2:17][OH:18].[F:1][c:2]1[c:3]([C:12](=[O:13])[O:14][CH3:15])[cH:4][c:5]2[c:9]([cH:10]1)[NH:8][C:7](=[O:11])[CH2:6]2>>[F:1][c:2]1[c:3]([CH2:12][OH:13])[cH:4][c:5]2[c:9]([cH:10]1)[NH:8][C:7](=[O:11])[CH2:6]2. The reactants are CNc1nc(C)nc(NC2CCCC(C(=O)NCc3ccc(Br)cc3Cl)C2)n1, O=C([O-])[O-], C1CCNCC1, Cc1ccccc1, [Cs+], [Cs+], O=C(C=Cc1ccccc1)C=Cc1ccccc1, O=C(C=Cc1ccccc1)C=Cc1ccccc1, O=C(C=Cc1ccccc1)C=Cc1ccccc1, [Pd], [Pd], c1ccc(P(c2ccccc2)c2ccc3ccccc3c2-c2c(P(c3ccccc3)c3ccccc3)ccc3ccccc23)cc1. Product: CNc1nc(C)nc(NC2CCCC(C(=O)NCc3ccc(N4CCCCC4)cc3Cl)C2)n1. RXN SMILES: [Br:53][c:54]1[cH:55][c:56]([Cl:80])[c:57]([CH2:60][NH:61][C:62](=[O:63])[CH:64]2[CH2:65][CH:66]([NH:70][c:71]3[n:72][c:73]([NH:78][CH3:79])[n:74][c:75]([CH3:77])[n:76]3)[CH2:67][CH2:68][CH2:69]2)[cH:58][cH:59]1.[C:1](=[O:2])([O-:3])[O-:4].[CH2:81]1[CH2:82][CH2:83][NH:84][CH2:85][CH2:86]1.[CH3:143][c:144]1[cH:145][cH:146][cH:147][cH:148][cH:149]1.[Cs+:5].[Cs+:6].[O:107]=[C:108]([CH:109]=[CH:110][c:111]1[cH:112][cH:113][cH:114][cH:115][cH:116]1)[CH:117]=[CH:118][c:119]1[cH:120][cH:121][cH:122][cH:123][cH:124]1.[O:125]=[C:126]([CH:127]=[CH:128][c:129]1[cH:130][cH:131][cH:132][cH:133][cH:134]1)[CH:135]=[CH:136][c:137]1[cH:138][cH:139][cH:140][cH:141][cH:142]1.[O:89]=[C:90]([CH:91]=[CH:92][c:93]1[cH:94][cH:95][cH:96][cH:97][cH:98]1)[CH:99]=[CH:100][c:101]1[cH:102][cH:103][cH:104][cH:105][cH:106]1.[Pd:87].[Pd:88].[cH:7]1[cH:8][cH:9][c:10]([P:11]([c:12]2[cH:13][cH:14][c:15]3[c:16]([cH:17][cH:18][cH:19][cH:20]3)[c:21]2-[c:22]2[c:23]3[c:24]([cH:25][cH:26][cH:27][cH:28]3)[cH:29][cH:30][c:31]2[P:32]([c:33]2[cH:34][cH:35][cH:36][cH:37][cH:38]2)[c:39]2[cH:40][cH:41][cH:42][cH:43][cH:44]2)[c:45]2[cH:46][cH:47][cH:48][cH:49][cH:50]2)[cH:51][cH:52]1>>[c:54]1([N:84]2[CH2:83][CH2:82][CH2:81][CH2:86][CH2:85]2)[cH:55][c:56]([Cl:80])[c:57]([CH2:60][NH:61][C:62](=[O:63])[CH:64]2[CH2:65][CH:66]([NH:70][c:71]3[n:72][c:73]([NH:78][CH3:79])[n:74][c:75]([CH3:77])[n:76]3)[CH2:67][CH2:68][CH2:69]2)[cH:58][cH:59]1.